Dataset: the Open Reaction Database (ORD), a public repository of structured organic reaction records. Task: describe an organic reaction: reactants, conditions, products, and yield The reactants are COC1(C=CC(C=C1)=O)OC (4,4-dimethoxy-cyclohexa-2,5-dienone), FC1=CC=C(C=C1)S(=O)(=O)N1C=CC2=CC=CC=C12 (1-(4-fluoro-benzenesulfonyl)-1H-indole). Product: FC1=CC=C(C=C1)S(=O)(=O)N1C(=CC2=CC=CC=C12)C1(C=CC(C=C1)=O)O (4-[1-(4-fluoro-benzenesulfonyl)-1H-indol-2-yl]-4-hydroxy-cyclohexa-2,5-dienone). Isolated yield 14.0%. RXN SMILES: CO[C:3]1([O:10]C)[CH:8]=[CH:7][C:6](=[O:9])[CH:5]=[CH:4]1.[F:12][C:13]1[CH:18]=[CH:17][C:16]([S:19]([N:22]2[C:30]3[C:25](=[CH:26][CH:27]=[CH:28][CH:29]=3)[CH:24]=[CH:23]2)(=[O:21])=[O:20])=[CH:15][CH:14]=1>>[F:12][C:13]1[CH:14]=[CH:15][C:16]([S:19]([N:22]2[C:30]3[C:25](=[CH:26][CH:27]=[CH:28][CH:29]=3)[CH:24]=[C:23]2[C:3]2([OH:10])[CH:4]=[CH:5][C:6](=[O:9])[CH:7]=[CH:8]2)(=[O:20])=[O:21])=[CH:17][CH:18]=1. Procedure: The title compound was prepared from 4,4-dimethoxy-cyclohexa-2,5-dienone and 1-(4-fluoro-benzenesulfonyl)-1H-indole, according to Method C, described above. Yield 14%; mp 165-166° C.; 1H NMR (CDCl3) δ 7.82-7.93 (m, 3H), 7.49 (d, J=10 Hz, 2H), 7.35 (d, J=8 Hz, 1H), 7.12-7.28 (m, 2H), 6.99-7.05 (m, 2H), 6.73 (s, 1H), 6.25 (d, J=10 Hz, 2H), 5.31 (s, 1H);13C NMR (CDCl3) δ 185.2, 170.9, 170.5, 147.7, 141.0, 138.6, 133.6, 130.1, 129.9, 128.8, 128.1, 126.8, 125.2, 122.2, 117.3, 116.9, 115.6, 114.5, 69.... Starting materials: CC(=O)OCC1=C(N2[C@@H]([C@@H](C2=O)N)SC1)C(=O)O (7-aminocephalosporanic acid), ClC(=O)OCC(C)C (isobutyl chloroformate), C(C1=CC=CC=C1)(C1=CC=CC=C1)(C1=CC=CC=C1)NC=1SC=C(N1)C(C(=O)O)=NOCC (2-(2-tritylamino-4-thiazolyl)-2-ethoxyimino-acetic acid), CN1CCOCC1 (N-methyl-morpholine). Solvent: C(Cl)Cl (methylene chloride), C(C)N(CC)CC (triethylamine), C(Cl)Cl (methylene chloride), O1CCCC1 (tetrahydrofuran). Conditions: temperature -20 celsius, time 3 minute. Yields the product C(C)(=O)OCC=1CS[C@H]2N(C1C(=O)O)C(C2NC(C(=NOCC)C=2N=C(SC2)NC(C2=CC=CC=C2)(C2=CC=CC=C2)C2=CC=CC=C2)=O)=O (3-acetoxymethyl-7-[2-(2-tritylamino-4-thiazolyl)-2-ethoxyiminoacetamido]-ceph-3-em-4-carboxylic acid). As a reaction SMILES: ClC(OCC(C)C)=O.[C:9]([NH:28][C:29]1[S:30][CH:31]=[C:32]([C:34](=[N:38][O:39][CH2:40][CH3:41])[C:35]([OH:37])=O)[N:33]=1)([C:22]1[CH:27]=[CH:26][CH:25]=[CH:24][CH:23]=1)([C:16]1[CH:21]=[CH:20][CH:19]=[CH:18][CH:17]=1)[C:10]1[CH:15]=[CH:14][CH:13]=[CH:12][CH:11]=1.CN1CCOCC1.[CH3:49][C:50]([O:52][CH2:53][C:54]1[CH2:63][S:62][C@@H:57]2[C@H:58]([NH2:61])[C:59](=[O:60])[N:56]2[C:55]=1[C:64]([OH:66])=[O:65])=[O:51]>C(Cl)Cl.C(N(CC)CC)C.O1CCCC1>[C:50]([O:52][CH2:53][C:54]1[CH2:63][S:62][C@@H:57]2[CH:58]([NH:61][C:35](=[O:37])[C:34]([C:32]3[N:33]=[C:29]([NH:28][C:9]([C:10]4[CH:15]=[CH:14][CH:13]=[CH:12][CH:11]=4)([C:22]4[CH:27]=[CH:26][CH:25]=[CH:24][CH:23]=4)[C:16]4[CH:21]=[CH:20][CH:19]=[CH:18][CH:17]=4)[S:30][CH:31]=3)=[N:38][O:39][CH2:40][CH3:41])[C:59](=[O:60])[N:56]2[C:55]=1[C:64]([OH:66])=[O:65])(=[O:51])[CH3:49]. Reported procedure: 1.17 ml of isobutyl chloroformate was added dropwise under an inert atmosphere to a mixture of 4.1 g of the product of Step C, 36 ml of tetrahydrofuran, 27 ml of methylene chloride and 0.99 ml of N-methyl-morpholine cooled to -20° C. and after standing at -20° C. for 3 minutes, the mixture was cooled to -35° C. and a solution of 2.45 g of 7-aminocephalosporanic acid in 45 ml of methylene chloride and 252 ml of triethylamine were added thereto. The mixture stood for 21/2 hours with spontaneous he... The reactants are N=C(c1ccccc1)c1ccccc1, CC1CN(c2ccnc(Cl)c2)CC(C)N1. Yields the product CC1CN(c2ccnc(N=C(c3ccccc3)c3ccccc3)c2)CC(C)N1. RXN SMILES: [C:16]([c:17]1[cH:18][cH:19][cH:20][cH:21][cH:22]1)([c:23]1[cH:24][cH:25][cH:26][cH:27][cH:28]1)=[NH:29].[Cl:1][c:2]1[n:3][cH:4][cH:5][c:6]([N:8]2[CH2:9][CH:10]([CH3:15])[NH:11][CH:12]([CH3:14])[CH2:13]2)[cH:7]1>>[c:2]1([N:29]=[C:16]([c:17]2[cH:18][cH:19][cH:20][cH:21][cH:22]2)[c:23]2[cH:24][cH:25][cH:26][cH:27][cH:28]2)[n:3][cH:4][cH:5][c:6]([N:8]2[CH2:9][CH:10]([CH3:15])[NH:11][CH:12]([CH3:14])[CH2:13]2)[cH:7]1. Reactants: N(=O)OCCCCC (Amyl nitrite), C1COCCOCCOCCOCCOCCO1 (18-crown-6), C(C)(=O)[O-].[K+] (Potassium acetate), C(C)(=O)OC(C)=O (acetic anhydride), C(C)(=O)OC(C)=O (Acetic anhydride), NC=1C(=C(CO)C=CC1)C (3-amino-2-methylbenzyl alcohol). The solvent is C(Cl)(Cl)Cl (chloroform), ClCCl (Dichloromethane). Conditions: time 3 hour. Yields the product C(C)(=O)N1N=CC=2C(=CC=CC12)CO (1-acetyl-1H-indazole-4-methanol), acetate ester. Yield: 86.0%. RXN SMILES: [C:1]([O:4]C(=O)C)(=O)[CH3:2].[NH2:8][C:9]1[C:10]([CH3:17])=[C:11]([CH:14]=[CH:15][CH:16]=1)[CH2:12][OH:13].C([O-])(=O)C.[K+].[N:23](OCCCCC)=O.C1OCCOCCOCCOCCOCCOC1>C(Cl)(Cl)Cl.ClCCl>[C:1]([N:8]1[C:9]2[CH:16]=[CH:15][CH:14]=[C:11]([CH2:12][OH:13])[C:10]=2[CH:17]=[N:23]1)(=[O:4])[CH3:2] |f:2.3|. Procedure details: Acetic anhydride (1.68 mL, 17.8 mmol) was added to a suspension of 3-amino-2-methylbenzyl alcohol (0.82 g, 5.98 mmol) in chloroform (25 mL). Potassium acetate was added and the resulting mixture was stirred at room temperature for 3 h, under reflux for 2 h, and then at room temperature overnight. Amyl nitrite (1.82 mL, 13.7 mmol) and 18-crown-6 (79 mg, 0.3 mmol) were added and the pale yellow cloudy mixture was heated at reflux overnight, then allowed to cool to room temperature and stir for 5 h... Reactants: CC(CC)NC(NN)=S (4-(2-butyl)-3-thiosemicarbazide), ClC(C(=O)OCC)C(=O)C (ethyl 2-chloroacetoacetate), crude products, Cl (hydrogen chloride), CC(CC)NC(NN)=S (4-(2-butyl)-3-thiosemicarbazide), ClC(C(=O)OCC)C(=O)C (ethyl 2-chloroacetoacetate), Cl (hydrogen chloride). The solvent is C(C)O (ethanol), C(C)O (ethanol). Conditions: time 3 hour. Product: Cl.CC1=C(C(=NN1)NC(CC)C)C(=O)OCC (5-Methyl-3-[(1-methylpropyl)amino]-1H-pyrazole-4-carboxylic acid, ethyl ester, hydrochloride). Yield: 43.7%. RXN SMILES: [CH3:1][CH:2]([NH:5][C:6](=S)[NH:7][NH2:8])[CH2:3][CH3:4].[Cl:10][CH:11]([C:17]([CH3:19])=O)[C:12]([O:14][CH2:15][CH3:16])=[O:13].Cl>C(O)C>[ClH:10].[CH3:19][C:17]1[NH:8][N:7]=[C:6]([NH:5][CH:2]([CH3:1])[CH2:3][CH3:4])[C:11]=1[C:12]([O:14][CH2:15][CH3:16])=[O:13] |f:4.5|. Procedure: A stirred solution of 5.1 g (0.035 mole) of 4-(2-butyl)-3-thiosemicarbazide in 40 mL of absolute ethanol was treated with 5.7 g (0.035 mole) of ethyl 2-chloroacetoacetate and stirred at ambient temperature for 3 hr. The mixture was treated with 20 mL of 2N ethanolic hydrogen chloride, heated at reflux for 1 hr and stirred for ~16 hr at ambient temperature. The reaction mixture after filtering and concentrating in vacuo gave a crude orange solid. A second reaction mixture was prepared with 8.0 g ... The reactants are N1=C(N=CC=C1)SCCN1C(C=2C(C1=O)=CC=CC2)=O (N-[2-(2-pyrimidinylthio)ethyl]phthalimide), O.NN (hydrazine hydrate). Solvent: C(C)O (ethanol). Run at time 1 hour. Product: N1=C(N=CC=C1)SCCN (2-(2-pyrimidinylthio)ethylamine). The yield is 70.9%. Reaction SMILES: [N:1]1[CH:6]=[CH:5][CH:4]=[N:3][C:2]=1[S:7][CH2:8][CH2:9][N:10]1C(=O)C2=CC=CC=C2C1=O.O.NN>C(O)C>[N:1]1[CH:6]=[CH:5][CH:4]=[N:3][C:2]=1[S:7][CH2:8][CH2:9][NH2:10] |f:1.2|. Procedure details: A mixture of N-[2-(2-pyrimidinylthio)ethyl]phthalimide (17.1 g), hydrazine hydrate (21 g) and ethanol (200 ml) was stirred for one hour under reflux. The crystals separated was filtered off, and the filtrate was concentrated under reduced pressure to obtain 2-(2-pyrimidinylthio)ethylamine (6.6 g 71%) as an oil.